The task is: describe an organic reaction: reactants, conditions, products, and yield. This data is from the Open Reaction Database (ORD), a public repository of structured organic reaction records. Starting materials: OCC1(CN(CC1)C(=O)OC(C)(C)C)C (tert-butyl 3-(hydroxymethyl)-3-methylpyrrolidine-1-carboxylate), CO (methanol), Cl (HCl). Run at time 8 hour. Yields the product Cl.CC1(CNCC1)CO ((3-methylpyrrolidin-3-yl)methanol hydrochloride). As a reaction SMILES: [OH:1][CH2:2][C:3]1([CH3:15])[CH2:7][CH2:6][N:5](C(OC(C)(C)C)=O)[CH2:4]1.CO.[ClH:18]>>[ClH:18].[CH3:15][C:3]1([CH2:2][OH:1])[CH2:7][CH2:6][NH:5][CH2:4]1 |f:3.4|. Procedure details: tert-butyl 3-(hydroxymethyl)-3-methylpyrrolidine-1-carboxylate (0.31 g, 1.44 mmol, see WO 2009132986) was dissolved in HCl in methanol (1.25M, 3.5 mL, 4.32 mmol). The reaction mixture was stirred at RT overnight and then the mixture was evaporated. Ethanol was added and the mixture was again evaporated to afford 243 mg. The crude product was used in the next step without further purification. The reactants are ClC=1C(=NC=CC1NC(CC1=CC=C(C=C1)O)=O)CC (N-(3-chloro-2-ethylpyridin-4-yl)-4-hydroxyphenylacetamide), C([O-])([O-])=O.[K+].[K+] (potassium carbonate), ClC1=NC=C(C=C1)[N+](=O)[O-] (2-chloro-5-nitropyridine), O (water). The reagents and catalysts are C1(=CC=C(C=C1)S(=O)[O-])C.[Na+] (sodium 4-toluenesulfinate). Run in CN(C=O)C (N,N-dimethylformamide). Reaction conditions: temperature 80 celsius, time 50 minute. The product is ClC=1C(=NC=CC1NC(CC1=CC=C(C=C1)OC1=NC=C(C=C1)[N+](=O)[O-])=O)CC (N-(3-chloro-2-ethyl-pyridin-4-yl)-4-[(5-nitropyridin-2-yl)oxy]phenylacetamide). Isolated yield 60.6%. Reaction SMILES: [Cl:1][C:2]1[C:3]([CH2:19][CH3:20])=[N:4][CH:5]=[CH:6][C:7]=1[NH:8][C:9](=[O:18])[CH2:10][C:11]1[CH:16]=[CH:15][C:14]([OH:17])=[CH:13][CH:12]=1.C(=O)([O-])[O-].[K+].[K+].Cl[C:28]1[CH:33]=[CH:32][C:31]([N+:34]([O-:36])=[O:35])=[CH:30][N:29]=1.O>CN(C)C=O.C1(C)C=CC(S([O-])=O)=CC=1.[Na+]>[Cl:1][C:2]1[C:3]([CH2:19][CH3:20])=[N:4][CH:5]=[CH:6][C:7]=1[NH:8][C:9](=[O:18])[CH2:10][C:11]1[CH:16]=[CH:15][C:14]([O:17][C:28]2[CH:33]=[CH:32][C:31]([N+:34]([O-:36])=[O:35])=[CH:30][N:29]=2)=[CH:13][CH:12]=1 |f:1.2.3,7.8|. Procedure: 0.59 g (2 mmol) of N-(3-chloro-2-ethylpyridin-4-yl)-4-hydroxyphenylacetamide, 0.32 g (2.2 mmol) of potassium carbonate, 0.35 g (2.2 mmol) of 2-chloro-5-nitropyridine and 0.01 g of sodium 4-toluenesulfinate were dissolved in 5 ml of N,N-dimethylformamide, and the solution was stirred for 50 minutes at 80° C. After completion of the reaction, the reaction solution was poured into water and extracted twice with ethyl acetate. The organic layer was washed with water and then dried over anhydrous mag... The reactants are CC(C(=O)Cl)CCC (2-methyvaleryl chloride), C1(=CC=CC=C1)SC (thioanisole). Yields the product CC(C(=O)C=1SC=C(C1)C)CCC (2-Methyl-(4-methylthiophenyl)-pentan-1-one). RXN SMILES: [CH3:1][CH:2]([CH2:6][CH2:7][CH3:8])[C:3](Cl)=[O:4].[C:9]1([S:15][CH3:16])[CH:14]=[CH:13][CH:12]=CC=1>>[CH3:1][CH:2]([CH2:6][CH2:7][CH3:8])[C:3]([C:9]1[S:15][CH:16]=[C:13]([CH3:12])[CH:14]=1)=[O:4]. Procedure details: Following the procedure described for Example 1, Step 1, the title compound was prepared from 2-methyvaleryl chloride and thioanisole. Starting materials: C1(CCC1)CCNC=1C(N(C(=C(N1)Cl)C)CC(=O)O)=O (3-(2-Cyclobutylethylamino)-5-chloro-6-methyl-1-carboxymethylpyrazinone), [OH-].[K+] (potassium hydroxide). Run in O (water). Reaction conditions: time 4.5 hour. The product is C1(CCC1)CCNC=1C(N(C(=CN1)C)CC(=O)O)=O (3-(2-Cyclobutylethylamino)-6-methyl-1-carboxymethylpyrazinone). Reaction SMILES: [CH:1]1([CH2:5][CH2:6][NH:7][C:8]2[C:9](=[O:20])[N:10]([CH2:16][C:17]([OH:19])=[O:18])[C:11]([CH3:15])=[C:12](Cl)[N:13]=2)[CH2:4][CH2:3][CH2:2]1.[OH-].[K+]>O>[CH:1]1([CH2:5][CH2:6][NH:7][C:8]2[C:9](=[O:20])[N:10]([CH2:16][C:17]([OH:19])=[O:18])[C:11]([CH3:15])=[CH:12][N:13]=2)[CH2:4][CH2:3][CH2:2]1 |f:1.2|. Procedure details: 5-4 (43.5 mg, 0.145 mmol) was added to a stirred solution of potassium hydroxide (85% by weight, 25.4 mg, 0.384 mmol) in water (2.1 mL). After degassing the resulting solution with nitrogen, 10% Pd/C (22 mg) was added and the mixture was stirred under a hydrogen filled balloon. After 4.5 h, the mixture was filtered through celite, washing the cake with water. The filtrate was acidified with 3N KHSO4 and evaporated in vacuo. The solids were extracted with 10% methanol/chloroform (30 mL), removing... Starting materials: O=C(O)CC(=O)N1CCN(C(=O)c2ccccc2Br)CC1, CCN=C=NCCCN(C)C, CN(C)c1ccncc1, CN(C)C=O, O, On1nnc2ccccc21, Nc1cnn(-c2ccccc2)c1. Product: O=C(CC(=O)N1CCN(C(=O)c2ccccc2Br)CC1)Nc1cnn(-c2ccccc2)c1. RXN SMILES: [Br:1][c:2]1[c:3]([C:4](=[O:5])[N:6]2[CH2:7][CH2:8][N:9]([C:12]([CH2:13][C:14](=[O:15])[OH:16])=[O:17])[CH2:10][CH2:11]2)[cH:18][cH:19][cH:20][cH:21]1.[CH3:22][CH2:23][N:24]=[C:25]=[N:26][CH2:27][CH2:28][CH2:29][N:30]([CH3:31])[CH3:32].[CH3:55][N:56]([c:57]1[cH:58][cH:59][n:60][cH:61][cH:62]1)[CH3:63].[O:64]=[CH:65][N:66]([CH3:67])[CH3:68].[OH2:69].[OH:33][n:34]1[c:35]2[c:36]([cH:37][cH:38][cH:39][cH:40]2)[n:41][n:42]1.[c:43]1(-[n:49]2[n:50][cH:51][c:52]([NH2:54])[cH:53]2)[cH:44][cH:45][cH:46][cH:47][cH:48]1>>[Br:1][c:2]1[c:3]([C:4](=[O:5])[N:6]2[CH2:7][CH2:8][N:9]([C:12]([CH2:13][C:14](=[O:16])[NH:54][c:52]3[cH:51][n:50][n:49](-[c:43]4[cH:44][cH:45][cH:46][cH:47][cH:48]4)[cH:53]3)=[O:17])[CH2:10][CH2:11]2)[cH:18][cH:19][cH:20][cH:21]1.